The task is: describe an organic reaction: reactants, conditions, products, and yield. This data is from the Open Reaction Database (ORD), a public repository of structured organic reaction records. Reactants: CN(P(=O)(N(C)C)N(C)C)C (hexamethylphosphoramide), C(C)(=O)N(C1=C(C=CC=C1)OC1=CC=CC=C1)CC1=C(C=CC=C1)C(=O)O (N-acetyl-N-(2-carboxybenzyl)-2-phenoxyaniline), S(=O)(Cl)Cl (thionyl chloride). Run in O1CCCC1 (tetrahydrofuran). Run at time 3 hour. Product: C(C)(=O)N(C1=C(C=CC=C1)OC1=CC=CC=C1)CC1=C(C=CC=C1)C(=O)N(C)C (N-acetyl-N-(2-dimethylaminocarbonylbenzyl)-2-phenoxyaniline). RXN SMILES: [C:1]([N:4]([CH2:18][C:19]1[CH:24]=[CH:23][CH:22]=[CH:21][C:20]=1[C:25]([OH:27])=O)[C:5]1[CH:10]=[CH:9][CH:8]=[CH:7][C:6]=1[O:11][C:12]1[CH:17]=[CH:16][CH:15]=[CH:14][CH:13]=1)(=[O:3])[CH3:2].S(Cl)(Cl)=O.[CH3:32][N:33]([CH3:42])P(N(C)C)(N(C)C)=O>O1CCCC1>[C:1]([N:4]([CH2:18][C:19]1[CH:24]=[CH:23][CH:22]=[CH:21][C:20]=1[C:25]([N:33]([CH3:42])[CH3:32])=[O:27])[C:5]1[CH:10]=[CH:9][CH:8]=[CH:7][C:6]=1[O:11][C:12]1[CH:17]=[CH:16][CH:15]=[CH:14][CH:13]=1)(=[O:3])[CH3:2]. Procedure: In a mixture of 10 ml of tetrahydrofuran and 0.1 ml of hexamethylphosphoramide was dissolved 0.50 g of N-acetyl-N-(2-carboxybenzyl)-2-phenoxyaniline, and 0.2 ml of thionyl chloride was added, followed by stirring at room temperature for 3 hours. The reaction mixture was concentrated, the residue was dissolved in 10 ml of tetrahydrofuran, and 2 ml of 50% aqueous dimethylamine solution was added dropwise with stirring. The reaction mixture was poured into water and extracted with ethyl acetate, an... The product is C(C)OC(=O)C=1C(C=2C=C3C(=NC2N(C1)C(C)(C)C)C(=C(C(=C3)F)N3CCNCC3)F)=O (3-ethoxycarbonyl-7,9-difluoro-4-oxo-8-(1-piperazinyl)-1-tert.-butyl-1,4-dihydro-benzo[b][1,8]naphthyridine), solid. Starting materials: C(C)OC(=O)C=1C(C=2C=C3C(=NC2N(C1)C(C)(C)C)C(=C(C(=C3)F)F)F)=O (3-ethoxycarbonyl-7,8,9-trifluoro-4-oxo-1-tert.-butyl-1,4-dihydro-benzo[b][1,8]naphthyridine), N1CCNCC1 (piperazine). Reaction SMILES: [CH2:1]([O:3][C:4]([C:6]1[C:7](=[O:27])[C:8]2[CH:9]=[C:10]3[CH:23]=[C:22]([F:24])[C:21](F)=[C:20]([F:26])[C:11]3=[N:12][C:13]=2[N:14]([C:16]([CH3:19])([CH3:18])[CH3:17])[CH:15]=1)=[O:5])[CH3:2].[NH:28]1[CH2:33][CH2:32][NH:31][CH2:30][CH2:29]1>>[CH2:1]([O:3][C:4]([C:6]1[C:7](=[O:27])[C:8]2[CH:9]=[C:10]3[CH:23]=[C:22]([F:24])[C:21]([N:28]4[CH2:33][CH2:32][NH:31][CH2:30][CH2:29]4)=[C:20]([F:26])[C:11]3=[N:12][C:13]=2[N:14]([C:16]([CH3:18])([CH3:17])[CH3:19])[CH:15]=1)=[O:5])[CH3:2]. Reported procedure: The 3-ethoxycarbonyl-7,9-difluoro-4-oxo-8-(1-piperazinyl)-1-tert.-butyl-1,4-dihydro-benzo[b][1,8]naphthyridine was prepared under the conditions of Example 35, but starting from 1.9 g of 3-ethoxycarbonyl-7,8,9-trifluoro-4-oxo-1-tert.-butyl-1,4-dihydro-benzo[b][1,8]naphthyridine and 4.3 g of piperazine. After recrystallizing once from 50 cm3 of diisopropyl ether and 10 cm3 of propan-2-ol, 2 g of 3-ethoxycarbonyl-7,9-difluoro-4-oxo-8-(1-piperazinyl)-1-tert.-butyl-1,4-dihydro-benzo[b][1,8]naphthyri... Reactants: C(C1=CC=CC=C1)N (benzylamine), C(C)(C)(C)[Si](N1C=C(C=2C1=NC=C(C2)C2=CC(=CC=C2)F)C(=O)O)(C)C (1-(tert-Butyl-dimethyl-silanyl)-5-(3-fluoro-phenyl)-1H-pyrrolo[2,3-b]pyridine-3-carboxylic acid), C=1C=CC2=C(C1)N=NN2O (HOBT), CCN(C(C)C)C(C)C (i-Pr2NEt). Run in C(Cl)Cl (CH2Cl2). Reaction conditions: time 8 hour. Yields the product C(C1=CC=CC=C1)NC(=O)C1=CNC2=NC=C(C=C21)C2=CC(=CC=C2)F (5-(3-Fluoro-phenyl)-1H-pyrrolo[2,3-b]pyridine-3-carboxylic acid benzylamide). Isolated yield 16.7%. Reaction SMILES: [CH2:1]([NH2:8])[C:2]1[CH:7]=[CH:6][CH:5]=[CH:4][CH:3]=1.C([Si](C)(C)[N:14]1[C:18]2=[N:19][CH:20]=[C:21]([C:23]3[CH:28]=[CH:27][CH:26]=[C:25]([F:29])[CH:24]=3)[CH:22]=[C:17]2[C:16]([C:30](O)=[O:31])=[CH:15]1)(C)(C)C.C1C=CC2N(O)N=NC=2C=1.CCN(C(C)C)C(C)C>C(Cl)Cl>[CH2:1]([NH:8][C:30]([C:16]1[C:17]2[C:18](=[N:19][CH:20]=[C:21]([C:23]3[CH:28]=[CH:27][CH:26]=[C:25]([F:29])[CH:24]=3)[CH:22]=2)[NH:14][CH:15]=1)=[O:31])[C:2]1[CH:7]=[CH:6][CH:5]=[CH:4][CH:3]=1. Reported procedure: To a solution of benzylamine (4.4 μL, 40.3 μmol) in dry CH2Cl2 (0.5 mL) was added carboxylic acid 10 (15 mg, 40.5 μmol), WSCHCl (9.32 mg, 44.86 μmol), HOBT (5.5 mg, 40.5 μmol) and i-Pr2NEt (7.1 μL, 40.8 μmol) and the reaction mixture left to stir at r.t. overnight Separation by LCMS (CombiPrep ODS-AM column) using water—acetonitrile as eluent (in gradient) afforded amide 11 (2.33 mg, 17%) as a white solid. 1H NMR (400 MHz, CDCl3) δ 4.70 (d, J=5.5 Hz, 2H), 6.18 (t, J=5.5 Hz, 1H), 7.29-7.44 (m, 8H... Starting materials: O=O (Oxygen), FC1(CC1)C1=CC=C(C=C1)C (1-(1-fluoro-cyclopropyl)-4-methyl-benzene), C(C)=O (acetaldehyde). Reagents/catalysts: O.O.O.O.C(C)(=O)[O-].[Co+2].C(C)(=O)[O-] (cobalt(II)acetate tetrahydrate). Run in C(C)(=O)O (acetic acid). Product: FC1(CC1)C1=CC=C(C(=O)O)C=C1 (4-(1-fluoro-cyclopropyl)benzoic acid). The yield is 46.0%. As a reaction SMILES: [O:1]=O.[F:3][C:4]1([C:7]2[CH:12]=[CH:11]C(C)=[CH:9][CH:8]=2)[CH2:6][CH2:5]1.[CH:14](=[O:16])[CH3:15]>C(O)(=O)C.O.O.O.O.C([O-])(=O)C.[Co+2].C([O-])(=O)C>[F:3][C:4]1([C:7]2[CH:12]=[CH:11][C:15]([C:14]([OH:1])=[O:16])=[CH:9][CH:8]=2)[CH2:6][CH2:5]1 |f:4.5.6.7.8.9.10|. Procedure details: Oxygen was slowly bubbled at 100° C. through a solution of 1-(1-fluoro-cyclopropyl)-4-methyl-benzene (470 mg, 3.13 mmol), cobalt(II)acetate tetrahydrate (117 mg, 0.46 mmol), and acetaldehyde (0.18 mL, 3.1 mmol) in acetic acid (30 mL) over 16 h. After cooling, the reaction mixture was evaporated and the residue triturated in water. The precipitate was collected by filtration to produce the title compound (257 mg, 46%). Light green solid, MS (EI) 180.1 (M+). Run at time 30 minute. Procedure details: The title compound was synthesized from the title material of Example 16 (1.11 g, 2.9 mmol) by dissolving it in 28 mL of 2N HCl in methanol (MeOH). After stirring this solution for 30 minutes, all solvent was removed under reduced pressure. The resulting residue was washed with Et2O, dissolved in water, treated with activated charcoal, filtered and lyophilized. An 0.80 g sample of the pale green solid title product was obtained. The product is Cl.ClC1=CC2=C(OC3=C(CN2C(=O)N2CCN(CC2)CCC)C=CC=C3)C=C1 (8-chloro-10,11-dihydro-10-[(4-propyl-1-piperazinyl)carbonyl]dibenz[b,f][1,4]oxazepine, hydrochloride). RXN SMILES: [Cl:1][C:2]1[CH:27]=[CH:26][C:5]2[O:6][C:7]3[CH:25]=[CH:24][CH:23]=[CH:22][C:8]=3[CH2:9][N:10]([C:11]([N:13]3[CH2:18][CH2:17][N:16]([CH2:19][CH2:20][CH3:21])[CH2:15][CH2:14]3)=[O:12])[C:4]=2[CH:3]=1>Cl.CO>[ClH:1].[Cl:1][C:2]1[CH:27]=[CH:26][C:5]2[O:6][C:7]3[CH:25]=[CH:24][CH:23]=[CH:22][C:8]=3[CH2:9][N:10]([C:11]([N:13]3[CH2:18][CH2:17][N:16]([CH2:19][CH2:20][CH3:21])[CH2:15][CH2:14]3)=[O:12])[C:4]=2[CH:3]=1 |f:3.4|. Run in Cl (HCl), CO (methanol). The reactants are ClC1=CC2=C(OC3=C(CN2C(=O)N2CCN(CC2)CCC)C=CC=C3)C=C1 (8-chloro-10,11-dihydro-10-[(4-propyl-1-piperazinyl)carbonyl]dibenz[b,f][1,4]oxazepine). Reactants: CNCCO, ClCCl, CC(C)(O)c1ccc(-c2cc(C(N)=O)c(Nc3cccc(CN(CC(=O)O)C(=O)OCc4ccccc4)n3)s2)c(F)c1, CN(C)C=O, On1nnc2ccccc21. Yields the product CN(CCO)C(=O)CN(Cc1cccc(Nc2sc(-c3ccc(C(C)(C)O)cc3F)cc2C(N)=O)n1)C(=O)OCc1ccccc1. Reaction SMILES: [CH3:53][NH:54][CH2:55][CH2:56][OH:57].[Cl:58][CH2:59][Cl:60].[NH2:11][C:12](=[O:13])[c:14]1[c:15]([NH:30][c:31]2[cH:32][cH:33][cH:34][c:35]([CH2:37][N:38]([C:39](=[O:40])[O:41][CH2:42][c:43]3[cH:44][cH:45][cH:46][cH:47][cH:48]3)[CH2:49][C:50](=[O:51])[OH:52])[n:36]2)[s:16][c:17](-[c:19]2[c:20]([F:29])[cH:21][c:22]([C:25]([CH3:26])([CH3:27])[OH:28])[cH:23][cH:24]2)[cH:18]1.[O:61]=[CH:62][N:63]([CH3:64])[CH3:65].[OH:1][n:2]1[c:3]2[c:4]([cH:5][cH:6][cH:7][cH:8]2)[n:9][n:10]1>>[NH2:11][C:12](=[O:13])[c:14]1[c:15]([NH:30][c:31]2[cH:32][cH:33][cH:34][c:35]([CH2:37][N:38]([C:39](=[O:40])[O:41][CH2:42][c:43]3[cH:44][cH:45][cH:46][cH:47][cH:48]3)[CH2:49][C:50](=[O:52])[N:54]([CH3:53])[CH2:55][CH2:56][OH:57])[n:36]2)[s:16][c:17](-[c:19]2[c:20]([F:29])[cH:21][c:22]([C:25]([CH3:26])([CH3:27])[OH:28])[cH:23][cH:24]2)[cH:18]1.